describe an organic reaction: reactants, conditions, products, and yield From a dataset of the Open Reaction Database (ORD), a public repository of structured organic reaction records. Reactants: C(C)(C)(C)C=1C=C(C(C=O)=CC1)O (4-tert-butylsalicylaldehyde), C([O-])([O-])=O.[K+].[K+] (potassium carbonate), Cl (HCl), FC(/C=C/C(=O)OCC)(F)F (Ethyl 4,4,4-trifluorocrotonate). Run in O (Water), CN(C=O)C (dimethylformamide), CCCCCC (Hexane), C(C)(=O)OCC (Ethyl acetate), CN(C=O)C (dimethylformamide), C(C)O (ethanol). Run at temperature 60 celsius. Yields the product CC(C)(C)C1=CC2=C(C=C(C(O2)C(F)(F)F)C(=O)OCC)C=C1 (ethyl 7-(1,1-dimethylethyl)-2-(trifluoromethyl)-2H-1-benzopyran-3-carboxylate). Isolated yield 71.4%. As a reaction SMILES: [C:1]([C:5]1[CH:6]=[C:7]([OH:13])[C:8](=[CH:11][CH:12]=1)[CH:9]=O)([CH3:4])([CH3:3])[CH3:2].C(=O)([O-])[O-].[K+].[K+].[F:20][C:21]([F:30])([F:29])/[CH:22]=[CH:23]/[C:24]([O:26][CH2:27][CH3:28])=[O:25].Cl>CN(C)C=O.C(O)C.O.CCCCCC.C(OCC)(=O)C>[CH3:2][C:1]([C:5]1[CH:12]=[CH:11][C:8]2[CH:9]=[C:23]([C:24]([O:26][CH2:27][CH3:28])=[O:25])[CH:22]([C:21]([F:20])([F:30])[F:29])[O:13][C:7]=2[CH:6]=1)([CH3:4])[CH3:3] |f:1.2.3|. Procedure details: A one liter three-neck flask was charged with 4-tert-butylsalicylaldehyde (Step 1) (100.0 g, 0.56 mole), dimethylformamide (110 mL), and potassium carbonate (79.9 g, 0.58 mole) causing the temperature of the mixture to rise to 40° C. Ethyl 4,4,4-trifluorocrotonate (118.0 g, 0.70 mole) in dimethylformamide (110 mL) was added and the mixture heated to 60° C. at which time the reaction temperature rose to 70° C. The reaction was cooled to 60° C., maintained at 60° C. (with added heating) for 8.5 ho... Reactants: ClC1=C(C=CC=C1)CC(=O)N(C)CCO (2-chloro-N-(2-hydroxyethyl)-N-methylbenzeneacetamide), Cl (hydrochloric acid), solution, B (borane). Run in O1CCCC1 (tetrahydrofuran), O1CCCC1 (tetrahydrofuran). Yields the product ClC1=C(C=CC=C1)CCN(CCO)C (2-[[2-(2-chlorophenyl)-ethyl]methylamino]ethanol). RXN SMILES: B.[Cl:2][C:3]1[CH:8]=[CH:7][CH:6]=[CH:5][C:4]=1[CH2:9][C:10]([N:12]([CH2:14][CH2:15][OH:16])[CH3:13])=O.Cl>O1CCCC1>[Cl:2][C:3]1[CH:8]=[CH:7][CH:6]=[CH:5][C:4]=1[CH2:9][CH2:10][N:12]([CH3:13])[CH2:14][CH2:15][OH:16]. Procedure details: To 400 ml. of a 1 mol solution of borane in tetrahydrofuran was added dropwise a solution of 43 g. of the above amide in 350 ml. of tetrahydrofuran at a rate sufficient to maintain a gentle reflux. After addition was complete, the solution was refluxed for two hours, cooled in an ice bath and treated carefully with dilute hydrochloric acid to destroy excess borane. The majority of the solvent was removed under vacuum and the residue heated on a steam bath for one hour. The mixture was diluted wi...